Dataset: the Open Reaction Database (ORD), a public repository of structured organic reaction records. Task: describe an organic reaction: reactants, conditions, products, and yield Reactants: [BH3-]C#N.[Na+] (NaBH3CN), CC1=C(C=C(C(=C1Br)O)Br)C2(C=3C=CC=CC3S(=O)(=O)O2)C=4C=C(C(=C(C4C)Br)O)Br (bromocresol green), solution, Cl (HCl), Cl (HCl), CC(CO)(CO)N (2-methyl-2-amino-1,3-propanediol), C1(=CC=C(C=C1)S(=O)(=O)O)C (p-toluenesulfonic acid), [BH3-]C#N.[Na+] (NaBH3CN), Cl (HCl). Solvent: CCO (EtOH), C1(=CC=CC=C1)C (PhCH3), CCO (EtOH), O (H2O), CCO (EtOH), O (H2O), O (H2O). Conditions: time 3 day. The product is Cl.C1=CC(=C2C=CC=C3C4=CC=CC=C4C1=C23)CNC(CO)(CO)C (2-((3-fluoranthenylmethyl)amino)-2-methyl-1,3-propanediol hydrochloride). Isolated yield 66.0%. Reaction SMILES: [CH3:1][C:2]([NH2:7])([CH2:5][OH:6])[CH2:3][OH:4].[C:8]1([CH3:18])[CH:13]=[CH:12][C:11](S(O)(=O)=O)=[CH:10][CH:9]=1.[BH3-]C#N.[Na+].C[C:24]1[C:29](Br)=[C:28](O)[C:27](Br)=[CH:26][C:25]=1[C:33]1(C2C=C(Br)C(O)=C(Br)C=2C)OS(=O)(=O)[C:39]2[CH:38]=CC=C[C:34]1=2.[ClH:54]>CCO.O.C1(C)C=CC=CC=1>[ClH:54].[CH:10]1[C:11]2=[C:12]3[C:33]([C:25]4[C:26]2=[CH:27][CH:28]=[CH:29][CH:24]=4)=[CH:34][CH:39]=[CH:38][C:13]3=[C:8]([CH2:18][NH:7][C:2]([CH3:1])([CH2:5][OH:6])[CH2:3][OH:4])[CH:9]=1 |f:2.3,9.10|. Reported procedure: To a 2 L Erlenmeyer flask was added 3-fluoroanthenecarbaldehyde (11.51 g, 50 mmol) 2-methyl-2-amino-1,3-propanediol (Aldrich, 5.52 g, 52.5 mmol), p-toluenesulfonic acid.H2O (Eastman Kodak Co., Rochester, NY, 14650, 0.1 g, 0.5 mmol), and PhCH3 (500 mL). The mixture was warmed to reflux for a few minutes and H2O (2-3 mL) was driven off. The resulting golden colored solution was allowed to cool to RT, diluted with abs. EtOH (500 mL) and stirred overnight. NaBH3CN (Aldrich, 95%, 1.57 g, 25 mmol) was... Product: C#CCN=C(NC#N)NCCSCc1cc2ccc(CN(C)C)cc2o1. RXN SMILES: [C:1](#[N:2])[NH:3][C:4]([S:5][CH3:6])=[N:7][CH2:8][CH2:9][S:10][CH2:11][c:12]1[o:13][c:14]2[c:15]([cH:16]1)[cH:17][cH:18][c:19]([CH2:21][N:22]([CH3:23])[CH3:24])[cH:20]2.[CH2:25]([C:26]#[CH:27])[NH2:28].[CH3:29][C:30]#[N:31]>>[C:1](#[N:2])[NH:3][C:4]([NH:7][CH2:8][CH2:9][S:10][CH2:11][c:12]1[o:13][c:14]2[c:15]([cH:16]1)[cH:17][cH:18][c:19]([CH2:21][N:22]([CH3:23])[CH3:24])[cH:20]2)=[N:28][CH2:25][C:26]#[CH:27]. Reactants: CSC(=NCCSCc1cc2ccc(CN(C)C)cc2o1)NC#N, C#CCN, CC#N. Starting materials: NC1=NC=C(C(=C1[N+](=O)[O-])Cl)Br (2-amino-5-bromo-4-chloro-3-nitropyridine), C(C)(C)N(CC)C(C)C (diisopropylethylamine), C1(=CC=CC=C1)C(C)N1CCNCC1 (1-(1-phenylethyl)piperazine). Run in C(C)(C)O (isopropanol), C(C)(C)O (isopropanol). Reaction conditions: temperature 45 celsius, time 20 hour. The product is BrC=1C(=C(C(=NC1)N)[N+](=O)[O-])N1CCN(CC1)C(C)C1=CC=CC=C1 (5-Bromo-3-nitro-4-(4-(1-phenylethyl)piperazin-1-yl)pyridin-2-amine), solid. Yield: 74.0%. Reaction SMILES: [NH2:1][C:2]1[C:7]([N+:8]([O-:10])=[O:9])=[C:6](Cl)[C:5]([Br:12])=[CH:4][N:3]=1.[C:13]1([CH:19]([N:21]2[CH2:26][CH2:25][NH:24][CH2:23][CH2:22]2)[CH3:20])[CH:18]=[CH:17][CH:16]=[CH:15][CH:14]=1.C(N(C(C)C)CC)(C)C>C(O)(C)C>[Br:12][C:5]1[C:6]([N:24]2[CH2:25][CH2:26][N:21]([CH:19]([C:13]3[CH:18]=[CH:17][CH:16]=[CH:15][CH:14]=3)[CH3:20])[CH2:22][CH2:23]2)=[C:7]([N+:8]([O-:10])=[O:9])[C:2]([NH2:1])=[N:3][CH:4]=1. Reported procedure: To a mixture of 2-amino-5-bromo-4-chloro-3-nitropyridine (0.252 g, 1.00 mmol) and isopropanol (18 ml) was added 1-(1-phenylethyl)piperazine (0.209 g, 1.10 mmol) followed by diisopropylethylamine (0.20 ml, 1.15 mmol). The reaction mixture was stirred at 45° C. for 20 h, then allowed to cool to room temperature and diluted with isopropanol (10 ml). The resulting precipitate was collected by filtration, washed with isopropanol (3×5 ml), diethyl ether (3×5 ml), and dried. The title compound was obta... Starting materials: CC1=CC(=C(C=C1)CC(=O)O)OCC1=CC=CC=C1 ((4-methyl-2-phenylmethoxyphenyl)acetic acid). The reagents and catalysts are [Pd] (palladium on charcoal). The solvent is C(C)O (ethanol). The product is OC1=C(C=CC(=C1)C)CC(=O)O ((2-hydroxy-4-methylphenyl)acetic acid). As a reaction SMILES: [CH3:1][C:2]1[CH:7]=[CH:6][C:5]([CH2:8][C:9]([OH:11])=[O:10])=[C:4]([O:12]CC2C=CC=CC=2)[CH:3]=1>C(O)C.[Pd]>[OH:12][C:4]1[CH:3]=[C:2]([CH3:1])[CH:7]=[CH:6][C:5]=1[CH2:8][C:9]([OH:11])=[O:10]. Reported procedure: A solution of crude 2-(4-methyl-2-phenylmethoxyphenyl)acetonitrile (15 g, 63 mmol) in ethanol (200 ml) and water (50 ml) containing 10 g (0.25 mol) NaOH was heated under reflux overnight, and the ethanol was removed under vacuum. The residue was diluted with water and washed with benzene. The aqueous layer was then acidified with dilute HCl to give an oil which was extracted into ethyl acetate to give (4-methyl-2-phenylmethoxyphenyl)acetic acid (14.2 g, 88%) as an oil which solidified on standin... The reactants are C1(=C(C=CC=C1)NC(NC1=CC=C(C=C1)CC(=O)O)=O)C ([4-(3-o-tolyl-ureido)-phenyl]-acetic acid), C(C1=CC=CC=C1)OC([C@@H](N)CC(C)C)=O (L-leucine benzyl ester), C=1C=CC2=C(C1)N=NN2O (HOBT), CCN=C=NCCCN(C)C (EDCI). Run in CN(C)C=O (DMF), C(C)N(CC)CC (triethylamine), O (water). Yields the product C(C1=CC=CC=C1)OC(C(CCC)(NC(CC1=CC=C(C=C1)NC(=O)NC1=C(C=CC=C1)C)=O)C)=O (Methyl-2-{2-[4-(3-o-tolyl-ureido)-phenyl]-acetylamino}-pentanoic acid benzyl ester). Isolated yield 77.7%. Reaction SMILES: [C:1]1([CH3:21])[CH:6]=[CH:5][CH:4]=[CH:3][C:2]=1[NH:7][C:8](=[O:20])[NH:9][C:10]1[CH:15]=[CH:14][C:13]([CH2:16][C:17]([OH:19])=O)=[CH:12][CH:11]=1.[CH2:22]([O:29][C:30](=[O:37])[C@H:31]([CH2:33][CH:34]([CH3:36])C)[NH2:32])[C:23]1[CH:28]=[CH:27][CH:26]=[CH:25][CH:24]=1.[CH:38]1C=CC2N(O)N=NC=2C=1.CCN=C=NCCCN(C)C>CN(C=O)C.O.C(N(CC)CC)C>[CH2:22]([O:29][C:30](=[O:37])[C:31]([CH3:38])([NH:32][C:17](=[O:19])[CH2:16][C:13]1[CH:12]=[CH:11][C:10]([NH:9][C:8]([NH:7][C:2]2[CH:3]=[CH:4][CH:5]=[CH:6][C:1]=2[CH3:21])=[O:20])=[CH:15][CH:14]=1)[CH2:33][CH2:34][CH3:36])[C:23]1[CH:24]=[CH:25][CH:26]=[CH:27][CH:28]=1. Procedure: To a stirred solution of [4-(3-o-tolyl-ureido)-phenyl]-acetic acid (3.0 g), L-leucine benzyl ester (4.2 g), triethylamine (1.6 ml), and HOBT (1.6 g) in dry DMF (50 ml) at room temperature was added EDCI (2.4 g). After 16 h the mixture was poured into water (400 ml) and extracted with EtOAc (400 ml×2). The combined organics were washed with 5% citric acid (100 ml); saturated NaHCO3 (100 ml); water (100 ml), brine (100 ml); dried over MgSO4; filtered, and concentrated under reduced pressure to abo... Product: C1C(C2=CC=CC=C2)O1 (Styrene oxide). Reaction SMILES: [CH2:1]([Zn]CC)C.S1CCCC1.[CH:11](=[O:18])[C:12]1[CH:17]=[CH:16][CH:15]=[CH:14][CH:13]=1>ClCCCl.ClCCl>[CH2:1]1[O:18][CH:11]1[C:12]1[CH:17]=[CH:16][CH:15]=[CH:14][CH:13]=1. The yield is 92.0%. Run at time 15 minute. Procedure: To a solution of diethyl zinc (1.8 ml of 1.1M solution in toluene, 2.0 mmol) in 1,2-dichloroethane (6 ml) was added chloroiododomethane (218 μl. 3 mmol) at -15° C. and the reaction mixture was stirred for 15 minutes. Tetrahydrothiophene (240 μl , 3 mmol) and benzaldehyde (1 mmol) were added and the reaction mixture was warmed to room temperature. After stirring at that temperature for 1 hour the reaction mixture was refluxed for one hour. After cooling to room temperature, the reaction mixture w... Solvent: ClCCl (dichloromethane), ClCCCl (1,2-dichloroethane). The reactants are S1CCCC1 (Tetrahydrothiophene), C(C1=CC=CC=C1)=O (benzaldehyde), C(C)[Zn]CC (diethyl zinc). Starting materials: ClC1=C(C=CC(=C1)F)C1=C(C=C(S1)C(=O)N1CCC(CC1)(C(=O)N)NCCC(F)(F)F)C1=CC=C(C=C1)OCCCOC1OCCCC1 (1-{[5-(2-Chloro-4-fluorophenyl)-4-{4-[3-(tetrahydro-2H-pyran-2-yloxy)propoxy]phenyl}thien-2-yl]carbonyl}-4-[(3,3,3-trifluoropropyl)amino]piperidine-4-carboxamide), Cl (hydrochloric acid). Solvent: CO (methanol). Run at time 2 hour. The product is Cl.ClC1=C(C=CC(=C1)F)C1=C(C=C(S1)C(=O)N1CCC(CC1)(C(=O)N)NCCC(F)(F)F)C1=CC=C(C=C1)OCCCO (1-({5-(2-Chloro-4-fluorophenyl)-4-[4-(3-hydroxypropoxy)phenyl]thien-2-yl}carbonyl)-4-[(3,3,3-trifluoropropyl)amino]piperidine-4-carboxamide hydrochloride). Isolated yield 174.5%. Reaction SMILES: [Cl:1][C:2]1[CH:7]=[C:6]([F:8])[CH:5]=[CH:4][C:3]=1[C:9]1[S:13][C:12]([C:14]([N:16]2[CH2:21][CH2:20][C:19]([NH:25][CH2:26][CH2:27][C:28]([F:31])([F:30])[F:29])([C:22]([NH2:24])=[O:23])[CH2:18][CH2:17]2)=[O:15])=[CH:11][C:10]=1[C:32]1[CH:37]=[CH:36][C:35]([O:38][CH2:39][CH2:40][CH2:41][O:42]C2CCCCO2)=[CH:34][CH:33]=1.Cl>CO>[ClH:1].[Cl:1][C:2]1[CH:7]=[C:6]([F:8])[CH:5]=[CH:4][C:3]=1[C:9]1[S:13][C:12]([C:14]([N:16]2[CH2:21][CH2:20][C:19]([NH:25][CH2:26][CH2:27][C:28]([F:31])([F:30])[F:29])([C:22]([NH2:24])=[O:23])[CH2:18][CH2:17]2)=[O:15])=[CH:11][C:10]=1[C:32]1[CH:33]=[CH:34][C:35]([O:38][CH2:39][CH2:40][CH2:41][OH:42])=[CH:36][CH:37]=1 |f:3.4|. Procedure: 0.7 g of the compound obtained in stage 18A) and 3 ml of 2N ethereal hydrochloric acid are added to 15 ml of methanol. After 2 hours at AT, concentrating to dryness, taking up the residue in ether and then filtering, 0.57 g of the expected compound is obtained. The reactants are C(#N)C=1C=C(C=CC1N=CN(C)C)NC(C#CC)=O (N-[3-cyano-4-[[(dimethylamino)methylene]amino]phenyl]-2-butynamide), BrC=1C=C(N)C=CC1 (3-bromo aniline). Solvent: C(C)(=O)O (acetic acid). Run at time 15 minute. The product is BrC=1C=C(C=CC1)NC1=NC=NC2=CC=C(C=C12)NC(C#CC)=O (N-[4-[(3-Bromophenyl)amino]-6-quinazolinyl]-2-butynamide). As a reaction SMILES: [C:1]([C:3]1[CH:4]=[C:5]([NH:14][C:15](=[O:19])[C:16]#[C:17][CH3:18])[CH:6]=[CH:7][C:8]=1[N:9]=[CH:10][N:11](C)C)#[N:2].[Br:20][C:21]1[CH:22]=[C:23]([CH:25]=[CH:26][CH:27]=1)N>C(O)(=O)C>[Br:20][C:21]1[CH:27]=[C:26]([NH:2][C:1]2[C:3]3[C:8](=[CH:7][CH:6]=[C:5]([NH:14][C:15](=[O:19])[C:16]#[C:17][CH3:18])[CH:4]=3)[N:9]=[CH:10][N:11]=2)[CH:25]=[CH:23][CH:22]=1. Reported procedure: A solution of 3.0 g (11.8 mmol) of N-[3-cyano-4-[[(dimethylamino)methylene]amino]phenyl]-2-butynamide and 2.23 g (12.98 mmol) of 3-bromo aniline in 18 ml of acetic acid was refluxed gently with stirring under nitrogen for 1 hr 15 min.. The mixture was cooled in an ice bath and a solid mass formed. The solid was collected by filtration and washed with ether-acetonitrile 1:1 to give a yellow solid which was recrystallized from ethanol giving 2.51 g of N-[4-[(3-bromophenyl)amino]-6-quinazolinyl]-2-... Starting materials: COCCOC, OB(O)c1ccc(OC2CCCCC2)cc1, Nc1nccnc1Cl, [Na+], [Na+], O=C([O-])[O-], O, c1ccc(P(c2ccccc2)(c2ccccc2)[Pd](P(c2ccccc2)(c2ccccc2)c2ccccc2)(P(c2ccccc2)(c2ccccc2)c2ccccc2)P(c2ccccc2)(c2ccccc2)c2ccccc2)cc1. The product is Nc1nccnc1-c1ccc(OC2CCCCC2)cc1. RXN SMILES: [CH3:32][O:33][CH2:34][CH2:35][O:36][CH3:37].[CH:7]1([O:13][c:14]2[cH:15][cH:16][c:17]([B:20]([OH:21])[OH:22])[cH:18][cH:19]2)[CH2:8][CH2:9][CH2:10][CH2:11][CH2:12]1.[Cl:23][c:24]1[c:25]([NH2:30])[n:26][cH:27][cH:28][n:29]1.[Na+:1].[Na+:2].[O-:3][C:4](=[O:5])[O-:6].[OH2:31].[cH:38]1[cH:39][cH:40][c:41]([P:42]([Pd:43]([P:44]([c:45]2[cH:46][cH:47][cH:48][cH:49][cH:50]2)([c:51]2[cH:52][cH:53][cH:54][cH:55][cH:56]2)[c:57]2[cH:58][cH:59][cH:60][cH:61][cH:62]2)([P:63]([c:64]2[cH:65][cH:66][cH:67][cH:68][cH:69]2)([c:70]2[cH:71][cH:72][cH:73][cH:74][cH:75]2)[c:76]2[cH:77][cH:78][cH:79][cH:80][cH:81]2)[P:82]([c:83]2[cH:84][cH:85][cH:86][cH:87][cH:88]2)([c:89]2[cH:90][cH:91][cH:92][cH:93][cH:94]2)[c:95]2[cH:96][cH:97][cH:98][cH:99][cH:100]2)([c:101]2[cH:102][cH:103][cH:104][cH:105][cH:106]2)[c:107]2[cH:108][cH:109][cH:110][cH:111][cH:112]2)[cH:113][cH:114]1>>[CH:7]1([O:13][c:14]2[cH:15][cH:16][c:17](-[c:24]3[c:25]([NH2:30])[n:26][cH:27][cH:28][n:29]3)[cH:18][cH:19]2)[CH2:8][CH2:9][CH2:10][CH2:11][CH2:12]1. The reactants are C1(=CC=CC=C1)C1=NOC(=C1C(F)(F)F)C(=O)F (3-phenyl-4-(trifluoromethyl)isoxazole-5-carbonyl fluoride), CCCC[N+](CCCC)(CCCC)CCCC.[F-] (TBAF), OC(CN1CC(C1)C(=O)OC(C)(C)C)C1=CC=C(C=C1)C(N)=NO (tert-butyl 1-(2-hydroxy-2-(4-(N′-hydroxycarbamimidoyl)phenyl)ethyl)azetidine-3-carboxylate), CCN(C(C)C)C(C)C (DIEA). Yields the product OC(CN1CC(C1)C(=O)O)C1=CC=C(C=C1)C1=NOC(=N1)C1=C(C(=NO1)C1=CC=CC=C1)C(F)(F)F (1-(2-hydroxy-2-(4-(5-(3-phenyl-4-(trifluoromethyl)isoxazol-5-yl)-1,2,4-oxadiazol-3-yl)phenyl)ethyl)azetidine-3-carboxylic acid). The solvent is C(C)#N (acetonitrile), C(C)(=O)OCC (ethyl acetate). Run at time 1 hour. As a reaction SMILES: [OH:1][CH:2]([C:15]1[CH:20]=[CH:19][C:18]([C:21](=[N:23][OH:24])[NH2:22])=[CH:17][CH:16]=1)[CH2:3][N:4]1[CH2:7][CH:6]([C:8]([O:10]C(C)(C)C)=[O:9])[CH2:5]1.CCN(C(C)C)C(C)C.[C:34]1([C:40]2[C:44]([C:45]([F:48])([F:47])[F:46])=[C:43]([C:49](F)=O)[O:42][N:41]=2)[CH:39]=[CH:38][CH:37]=[CH:36][CH:35]=1.CCCC[N+](CCCC)(CCCC)CCCC.[F-]>C(#N)C.C(OCC)(=O)C>[OH:1][CH:2]([C:15]1[CH:16]=[CH:17][C:18]([C:21]2[N:22]=[C:49]([C:43]3[O:42][N:41]=[C:40]([C:34]4[CH:39]=[CH:38][CH:37]=[CH:36][CH:35]=4)[C:44]=3[C:45]([F:48])([F:46])[F:47])[O:24][N:23]=2)=[CH:19][CH:20]=1)[CH2:3][N:4]1[CH2:5][CH:6]([C:8]([OH:10])=[O:9])[CH2:7]1 |f:3.4|. Procedure: To a mixture of tert-butyl 1-(2-hydroxy-2-(4-(N′-hydroxycarbamimidoyl)phenyl)ethyl)azetidine-3-carboxylate (111 mg, 0.33 mmol) and DIEA (0.115 mL, 0.660 mmol) in acetonitrile (10 mL) was added 3-phenyl-4-(trifluoromethyl)isoxazole-5-carbonyl fluoride, Int-I-G (86 mg, 0.33 mmol). After 1 hour, TBAF (0.330 mL, 0.330 mmol) was added and the reaction was stirred overnight. The reaction mixture was diluted with ethyl acetate and washed with H2O. The organic layer was dried with MgSO4, filtered, and c...